From a dataset of the Open Reaction Database (ORD), a public repository of structured organic reaction records. describe an organic reaction: reactants, conditions, products, and yield Reactants: NC1=C(SC(=C1)C)C(=O)OC (3-amino-5-methyl-2-thiophenecarboxylic acid, methyl ester), ClC1=CC=C(C=N1)C(=O)O (6-chloro-3-pyridinecarboxylic acid). Solvent: CO (methanol). Reaction conditions: temperature 180 celsius. Yields the product CC1=CC=2N=C3N(C(C2S1)=O)C=C(C=C3)C(=O)O (2-Methyl-10-oxo-10H-pyrido[1,2-a]thieno[3,2-d]pyrimidine-7-carboxylic acid). Reaction SMILES: [NH2:1][C:2]1[CH:6]=[C:5]([CH3:7])[S:4][C:3]=1[C:8]([O:10]C)=O.Cl[C:13]1[N:18]=[CH:17][C:16]([C:19]([OH:21])=[O:20])=[CH:15][CH:14]=1>CO>[CH3:7][C:5]1[S:4][C:3]2[C:8](=[O:10])[N:18]3[CH:17]=[C:16]([C:19]([OH:21])=[O:20])[CH:15]=[CH:14][C:13]3=[N:1][C:2]=2[CH:6]=1. Procedure details: A mixture of 1.7 g (0.01 mol) of 3-amino-5-methyl-2-thiophenecarboxylic acid, methyl ester (German Patent 1055007, April 16, 1959) and 1.6 g (0.01 mol) of 6-chloro-3-pyridinecarboxylic acid (Aldrich Chemical Company) is heated in an oil bath at 180° C. for two hours. The mixture is cooled, dissolved in hot methanol, cooled and 0.23 g of 2-methyl-10-oxo-10H-pyrido[1,2-a]thieno[3,2-d]pyrimidine-7-carboxylic acid is collected; mp 338°-340° C. after recrystallization from methanol. The reactants are ClC1=C(C=CC=C1)CC(CC1=CC(=CC=C1)C(F)(F)F)=O (1-(2-chlorophenyl)-3-(3-trifluoromethylphenyl)-2-propanone), C(=O)OCC (ethyl formate), Cl.CN (methylamine hydrochloride), ClC1=C(C=CC=C1)C1=CN(C=C(C1=O)C1=CC(=CC=C1)C(F)(F)F)C (3-(2-chlorophenyl)-1-methyl-5-(3-trifluoromethylphenyl)-4(1H)-pyridinone), N1C(C=CC=C1)=O (pyridinone), [H-] (hydride), compounds, [H-].[Al+3].[Li+].[H-].[H-].[H-] (lithium aluminum hydride). Yields the product ClC1=C(C=CC=C1)C1CN(CC(C1=O)C1=CC(=CC=C1)C(F)(F)F)C (3-(2-chlorophenyl)-1-methyl-5-(3-trifluoromethylphenyl)-4-piperidinone). RXN SMILES: [Cl:1][C:2]1[CH:7]=[CH:6][CH:5]=[CH:4][C:3]=1[C:8]1[C:13](=[O:14])[C:12]([C:15]2[CH:20]=[CH:19][CH:18]=[C:17]([C:21]([F:24])([F:23])[F:22])[CH:16]=2)=[CH:11][N:10]([CH3:25])[CH:9]=1.ClC1C=CC=CC=1CC(=O)CC1C=CC=C(C(F)(F)F)C=1.C(OCC)=O.Cl.CN.N1C=CC=CC1=O.[H-].[Al+3].[Li+].[H-].[H-].[H-].[H-]>>[Cl:1][C:2]1[CH:7]=[CH:6][CH:5]=[CH:4][C:3]=1[CH:8]1[C:13](=[O:14])[CH:12]([C:15]2[CH:20]=[CH:19][CH:18]=[C:17]([C:21]([F:24])([F:22])[F:23])[CH:16]=2)[CH2:11][N:10]([CH3:25])[CH2:9]1 |f:3.4,6.7.8.9.10.11|. Procedure: Ten g. of 3-(2-chlorophenyl)-1-methyl-5-(3-trifluoromethylphenyl)-4(1H)-pyridinone was prepared from 35 g. of 1-(2-chlorophenyl)-3-(3-trifluoromethylphenyl)-2-propanone by reaction with ethyl formate and methylamine hydrochloride as described in Examples 1-3. The pyridinone was reduced with 2 g. of lithium aluminum hydride and excess hydride was decomposed and the product worked up and chromatographed as described in Examples 1-3. The recovered yields were about 1.3 g. of a mixture of the compou... Reactants: IC=1C(NC(NC1)=O)=O (5-iodouracil), C#CCCCC (1-hexyne), C(C1=CC=CC=C1)Br (benzylbromide), C(CCC)C1=CC2=C(C=NC(N2)=O)O1 (6-n-butylfuranopyrimidin-2-one). The solvent is CN(C)C=O (DMF), [OH-].[K+] (KOH). Run at temperature 65 celsius. Product: C(#CCCCC)C=1C(NC(NC1)=O)=O (5-hexynyluracil), C(CCC)C1=CC2=C(C=NC(N2)=O)O1 (6-n-butylfuranopyrimidin-2-one), C(C1=CC=CC=C1)N1C(N=CC2=C1C=C(O2)CCCC)=O (1-benzyl-6-n-butylfuranopyrimidin-2-one). Reaction SMILES: I[C:2]1[C:3](=[O:9])[NH:4][C:5](=[O:8])[NH:6][CH:7]=1.[CH:10]#[C:11][CH2:12][CH2:13][CH2:14][CH3:15].[CH2:16](Br)[C:17]1[CH:22]=[CH:21][CH:20]=[CH:19][CH:18]=1.[CH2:24]([C:28]1[O:37][C:31]2[CH:32]=[N:33][C:34](=[O:36])[NH:35][C:30]=2[CH:29]=1)[CH2:25][CH2:26][CH3:27]>CN(C=O)C.[OH-].[K+]>[C:10]([C:2]1[C:3](=[O:9])[NH:4][C:5](=[O:8])[NH:6][CH:7]=1)#[C:11][CH2:12][CH2:13][CH2:14][CH3:15].[CH2:24]([C:28]1[O:37][C:31]2[CH:32]=[N:33][C:34](=[O:36])[NH:35][C:30]=2[CH:29]=1)[CH2:25][CH2:26][CH3:27].[CH2:16]([N:35]1[C:30]2[CH:29]=[C:28]([CH2:24][CH2:25][CH2:26][CH3:27])[O:37][C:31]=2[CH:32]=[N:33][C:34]1=[O:36])[C:17]1[CH:22]=[CH:21][CH:20]=[CH:19][CH:18]=1 |f:5.6|. Reported procedure: As above, 5-hexynyluracil and 6-n-butylfuranopyrimidin-2-one was prepared from 3.0 g of 5-iodouracil and 3.0 mL of 1-hexyne at 50° C. for 24 hours. Triethylamine solvent was completely distilled off at reduced pressure and a pale yellow slurry was obtained. This slurry was dissolved in 50.0 mL of DMF containing 0.70 g of KOH, and the resulting dark red solution was heated in an oil bath at 65° C. for 10 minutes. Then, 3.0 mL of benzylbromide was added to the red solution and the reaction was all... The reactants are Clc1cncc(Cl)n1, OB(O)c1ccccc1. Product: Clc1cncc(-c2ccccc2)n1. As a reaction SMILES: [Cl:1][c:2]1[n:3][c:4]([Cl:8])[cH:5][n:6][cH:7]1.[OH:9][B:10]([OH:11])[c:12]1[cH:13][cH:14][cH:15][cH:16][cH:17]1>>[c:2]1(-[c:12]2[cH:13][cH:14][cH:15][cH:16][cH:17]2)[n:3][c:4]([Cl:8])[cH:5][n:6][cH:7]1. Reactants: COC(=O)c1nc(-c2ccnn2-c2ccc(C#N)nc2)c(C)n(-c2cccc(C(F)(F)F)c2)c1=O, CC#N, CCO, NC1CC1. Yields the product Cc1c(-c2ccnn2-c2ccc(C#N)nc2)nc(C(=O)NC2CC2)c(=O)n1-c1cccc(C(F)(F)F)c1. As a reaction SMILES: [C:1](#[N:2])[c:3]1[cH:4][cH:5][c:6](-[n:9]2[n:10][cH:11][cH:12][c:13]2-[c:14]2[c:15]([CH3:35])[n:16](-[c:25]3[cH:26][c:27]([C:31]([F:32])([F:33])[F:34])[cH:28][cH:29][cH:30]3)[c:17](=[O:24])[c:18]([C:20]([O:22][CH3:21])=[O:23])[n:19]2)[cH:7][n:8]1.[CH3:40][C:41]#[N:42].[CH3:43][CH2:44][OH:45].[CH:36]1([NH2:39])[CH2:37][CH2:38]1>>[C:1](#[N:2])[c:3]1[cH:4][cH:5][c:6](-[n:9]2[n:10][cH:11][cH:12][c:13]2-[c:14]2[c:15]([CH3:35])[n:16](-[c:25]3[cH:26][c:27]([C:31]([F:32])([F:33])[F:34])[cH:28][cH:29][cH:30]3)[c:17](=[O:24])[c:18]([C:20](=[O:22])[NH:39][CH:36]3[CH2:37][CH2:38]3)[n:19]2)[cH:7][n:8]1.